This data is from the Open Reaction Database (ORD), a public repository of structured organic reaction records. The task is: describe an organic reaction: reactants, conditions, products, and yield Reported procedure: To a stirred slurry of 8.38 g (0.05 mole) of 5-chloro-2-oxindole in 250 ml of toluene was added 6.79 g (0.06 mole) of isobutyryl isocyanate, and the reaction mixture was heated under reflux for 5.5 hours. The reaction mixture was cooled to room temperature, a small amount of insoluble material was removed by filtration, and then the solvent was removed by evaporation in vacuo. The residue was recrystallized from acetonitrile (with the aid of decolorizing carbon), followed by recrystallization fr... Product: C(C(C)C)(=O)NC(=O)N1C(CC2=CC(=CC=C12)Cl)=O (N-Isobutyryl-5-chloro-2-oxindole-1-carboxamide). Solvent: C1(=CC=CC=C1)C (toluene). Isolated yield 23.0%. As a reaction SMILES: [Cl:1][C:2]1[CH:3]=[C:4]2[C:8](=[CH:9][CH:10]=1)[NH:7][C:6](=[O:11])[CH2:5]2.[C:12]([N:17]=[C:18]=[O:19])(=[O:16])[CH:13]([CH3:15])[CH3:14]>C1(C)C=CC=CC=1>[C:12]([NH:17][C:18]([N:7]1[C:8]2[C:4](=[CH:3][C:2]([Cl:1])=[CH:10][CH:9]=2)[CH2:5][C:6]1=[O:11])=[O:19])(=[O:16])[CH:13]([CH3:15])[CH3:14]. Starting materials: ClC=1C=C2CC(NC2=CC1)=O (5-chloro-2-oxindole), C(C(C)C)(=O)N=C=O (isobutyryl isocyanate). The reactants are N1=CC=CC=2CCC[C@H](C12)N ((R)-5,6,7,8-tetrahydro-quinolin-8-ylamine), CC=1C(=NC=C(C1)C)C=O (3,5-dimethyl-pyridine-2-carbaldehyde), [BH-](OC(=O)C)(OC(=O)C)OC(=O)C.[Na+] (NaBH(OAc)3). The solvent is C(Cl)Cl (CH2Cl2). Yields the product CC=1C(=NC=C(C1)C)CN[C@@H]1CCCC=2C=CC=NC12 ((R)-(3,5-dimethyl-pyridin-2-ylmethyl)-(5,6,7,8-tetrahydro-quinolin-8-yl)-amine). RXN SMILES: [N:1]1[C:10]2[C@H:9]([NH2:11])[CH2:8][CH2:7][CH2:6][C:5]=2[CH:4]=[CH:3][CH:2]=1.[CH3:12][C:13]1[C:14]([CH:20]=O)=[N:15][CH:16]=[C:17]([CH3:19])[CH:18]=1.[BH-](OC(C)=O)(OC(C)=O)OC(C)=O.[Na+]>C(Cl)Cl>[CH3:12][C:13]1[C:14]([CH2:20][NH:11][C@H:9]2[C:10]3[N:1]=[CH:2][CH:3]=[CH:4][C:5]=3[CH2:6][CH2:7][CH2:8]2)=[N:15][CH:16]=[C:17]([CH3:19])[CH:18]=1 |f:2.3|. Procedure details: Using General Procedure B: Reaction of (R)-5,6,7,8-tetrahydro-quinolin-8-ylamine in CH2Cl2 (4 ml) with 3,5-dimethyl-pyridine-2-carbaldehyde and NaBH(OAc)3 gave (R)-(3,5-dimethyl-pyridin-2-ylmethyl)-(5,6,7,8-tetrahydro-quinolin-8-yl)-amine as a brown oil. 1H NMR (CDCl3) δ 1.78 (m, 1H), 2.03 (m, 1H), 2.10 (m, 1H), 2.26 (s+m, 4H), 2.33 (s, 3H), 2.81 (m, 2H), 3.96 (t, 1H, J=6.0 Hz), 4.02 (d, 1H, J=12.0 Hz), 4.17 (d, 1H, J=12.0 Hz), 5.41 (br s, 2H), 7.06 (dd, 1H, J=7.5, 3.0 Hz), 7.25 (s, 1H), 7.37 (d... The reactants are [OH-].[Na+] (Sodium hydroxide), C(C)=O (acetaldehyde), C(=O)OC (methyl formate), C1CCCCC1 (cyclohexane), [OH-].[Na+] (sodium hydroxide), S([O-])(O)=O.[Na+] (sodium bisulfite), Na2S2O5, [OH-].[Na+] (sodium hydroxide), C(C)=O (acetaldehyde), C(=O)OC (methyl formate), C1CCCCC1 (cyclohexane). Run in O (water). Product: C1(CCCCC1)C=O (cyclohexane-aldehyde), S([O-])(O)=O.[Na+] (Sodium bisulfite). As a reaction SMILES: [CH:1](=[O:3])[CH3:2].C(OC)=O.[S:8](=[O:11])([OH:10])[O-:9].[Na+:12].[OH-].[Na+].[CH2:15]1[CH2:20][CH2:19]C[CH2:17][CH2:16]1>O>[CH:2]1([CH:1]=[O:3])[CH2:19][CH2:20][CH2:15][CH2:16][CH2:17]1.[S:8](=[O:9])([OH:11])[O-:10].[Na+:12] |f:2.3,4.5,9.10|. Reported procedure: A solution of cyclohexane with 1000 ppm acetaldehyde and 500 ppm methyl formate impurities was prepared and a partitioning run was carried out in a 500 mL separatory funnel, reacting this mixture with aqueous sodium bisulfite as the reducing agent and aqueous sodium hydroxide as the base. The cyclohexane-aldehyde solution was prepared by mixing 1000 g cyclohexane, 1.0 g acetaldehyde, and 0.5 g methyl formate in a large flask. After mixing, a portion was decanted into a labeled vial for analysis.... Starting materials: FC1=CC=C(C=C1)C(CC1=CC=C(C=C1)SC)O (1-(4-Fluorophenyl)-2-(4-(methylthio)phenyl)ethanol), CC(C)(C)O (t-BuOH), OOS(=O)[O-].[K+] (oxone). The solvent is C(Cl)Cl (CH2Cl2), O (H2O), C(Cl)Cl (CH2Cl2). Reaction conditions: time 72 hour. Product: FC1=CC=C(C=C1)C(CC1=CC=C(C=C1)S(=O)(=O)C)O (1-(4-Fluorophenyl)-2-(4-(methylsulfonyl)phenyl)ethanol). RXN SMILES: [F:1][C:2]1[CH:7]=[CH:6][C:5]([CH:8]([OH:18])[CH2:9][C:10]2[CH:15]=[CH:14][C:13](SC)=[CH:12][CH:11]=2)=[CH:4][CH:3]=1.[CH3:19]C(O)(C)C.O[O:25][S:26]([O-:28])=O.[K+]>C(Cl)Cl.O>[F:1][C:2]1[CH:3]=[CH:4][C:5]([CH:8]([OH:18])[CH2:9][C:10]2[CH:11]=[CH:12][C:13]([S:26]([CH3:19])(=[O:28])=[O:25])=[CH:14][CH:15]=2)=[CH:6][CH:7]=1 |f:2.3|. Procedure: To a suspension of the product of step 1 (42 g, 160 mmol) in a mixture of CH2Cl2 (200 mL), t-BuOH (500 mL) was added a suspension of oxone (144 g, 234 mmol) in 1 L of H2O. The mixture was stirred for 72 h. CH2Cl2 was added until all solid dissolved. The resulting mixture was extracted with EtOAc. The organic extracts were dried (Na2SO4) and concentrated to give 47 g of the title compound. Starting materials: CCO, Cc1c(F)c([N+](=O)[O-])cc2oc(=O)[nH]c12, [H][H]. Product: Cc1c(F)c(N)cc2oc(=O)[nH]c12. RXN SMILES: [CH3:18][CH2:19][OH:20].[F:1][c:2]1[c:3]([N+:13]([O-:14])=[O:15])[cH:4][c:5]2[c:6]([nH:7][c:8](=[O:10])[o:9]2)[c:11]1[CH3:12].[H:16][H:17]>>[F:1][c:2]1[c:3]([NH2:13])[cH:4][c:5]2[c:6]([nH:7][c:8](=[O:10])[o:9]2)[c:11]1[CH3:12].